This data is from the Open Reaction Database (ORD), a public repository of structured organic reaction records. The task is: describe an organic reaction: reactants, conditions, products, and yield Starting materials: S(N)(O)(=O)=O (sulfamic acid), compound, C(C)OC(=O)OC=1C=C2C(C(=COC2=CC1OC(=O)OCC)C=O)=O (6,7-Bis(ethoxycarbonyloxy)chromone-3-carboxaldehyde), Cl(=O)[O-].[Na+] (sodium chlorite). Solvent: O (water), O (water), ClCCl (dichloromethane). The product is C(C)OC(=O)OC=1C=C2C(C(=COC2=CC1OC(=O)OCC)C(=O)O)=O (6,7-Bis(ethoxycarbonyloxy)chromone-3-carboxylic acid). RXN SMILES: [CH2:1]([O:3][C:4]([O:6][C:7]1[CH:8]=[C:9]2[C:14](=[CH:15][C:16]=1[O:17][C:18]([O:20][CH2:21][CH3:22])=[O:19])[O:13][CH:12]=[C:11]([CH:23]=[O:24])[C:10]2=[O:25])=[O:5])[CH3:2].S(=O)(=O)([OH:28])N.Cl([O-])=O.[Na+]>ClCCl.O>[CH2:1]([O:3][C:4]([O:6][C:7]1[CH:8]=[C:9]2[C:14](=[CH:15][C:16]=1[O:17][C:18]([O:20][CH2:21][CH3:22])=[O:19])[O:13][CH:12]=[C:11]([C:23]([OH:28])=[O:24])[C:10]2=[O:25])=[O:5])[CH3:2] |f:2.3|. Reported procedure: The compound (1.05 g) obtained in (2) was dissolved in of dichloromethane (31.5 ml) and a solution of 1.05 g of sulfamic acid in water (18.9 ml) was added at 10° C. with stirring. Then, a solution of sodium chlorite (525.6 mg) in water (1.2 ml) was added. The solution was stirred at the same temperature for 1 hour, and allowed to separate. The dichloromethane layer was washed with water (once) and then with a saturated aqueous solution of sodium chloride (twice), and dried over magnesium sulfate... The reactants are Cn1nc(C(C)(C)C)cc1N, C1CCOC1, CCOC(C)=O, O=C(Cl)OCC(Cl)(Cl)Cl, O, c1ccncc1. Yields the product Cn1nc(C(C)(C)C)cc1NC(=O)OCC(Cl)(Cl)Cl. RXN SMILES: [C:1]([CH3:2])([CH3:3])([CH3:4])[c:5]1[cH:6][c:7]([NH2:11])[n:8]([CH3:10])[n:9]1.[CH2:33]1[O:34][CH2:35][CH2:36][CH2:37]1.[CH3:27][CH2:28][O:29][C:30](=[O:31])[CH3:32].[Cl:18][C:19](=[O:20])[O:21][CH2:22][C:23]([Cl:24])([Cl:25])[Cl:26].[OH2:38].[cH:12]1[cH:13][cH:14][n:15][cH:16][cH:17]1>>[C:1]([CH3:2])([CH3:3])([CH3:4])[c:5]1[cH:6][c:7]([NH:11][C:19](=[O:20])[O:21][CH2:22][C:23]([Cl:24])([Cl:25])[Cl:26])[n:8]([CH3:10])[n:9]1. Reactants: ClC1=CC=C(C=C1)NC(CCC)=N (N-(4-chloro phenyl)-butyrimidamide), BrCC(C(=O)OCC)=O (ethyl 3-bromo-2-oxopropanoate). The product is ClC1=CC=C(C=C1)N1C(=NC(=C1)C(=O)OCC)CCC (ethyl 1-(4-chlorophenyl)-2-propyl-1H-imidazole-4-carboxylate). Reaction SMILES: [Cl:1][C:2]1[CH:7]=[CH:6][C:5]([NH:8][C:9](=[NH:13])[CH2:10][CH2:11][CH3:12])=[CH:4][CH:3]=1.Br[CH2:15][C:16](=O)[C:17]([O:19][CH2:20][CH3:21])=[O:18]>>[Cl:1][C:2]1[CH:3]=[CH:4][C:5]([N:8]2[CH:15]=[C:16]([C:17]([O:19][CH2:20][CH3:21])=[O:18])[N:13]=[C:9]2[CH2:10][CH2:11][CH3:12])=[CH:6][CH:7]=1. Reported procedure: The imidazole derivative (6) is prepared by a conventional method [Bayer Pharmaceuticals, WO 03/040107, 2003], for example, by subjecting a nitrile (2) to a reaction with an aniline derivative (1) using aluminum chloride to produce N-(4-chloro phenyl)-butyrimidamide (3). Subsequent reaction of the resulting compound (3) with ethyl 3-bromo-2-oxopropanoate (4) provides an intermediate ethyl 1-(4-chlorophenyl)-2-propyl-1H-imidazole-4-carboxylate (5). An acid form (6) is prepared from the ester (5) ...